From a dataset of the Open Reaction Database (ORD), a public repository of structured organic reaction records. describe an organic reaction: reactants, conditions, products, and yield Starting materials: C(C1=CC=CC=C1)N1C(CC(C1)NCC1=CC(=CC(=C1)C(F)(F)F)C(F)(F)F)C(=O)O (1-benzyl-4-(3,5-bis-trifluoromethyl-benzylamino)-pyrrolidine-2-carboxylic acid), Cl.C(C)N=C=NCCCN(C)C (1-ethyl-3-(3-dimethylaminopropyl)-carbodiimide hydrochloride), ON1N=NC2=C1C=CC=C2 (N-hydroxybenzotriazole), FC(C=1C=C(C=CC1)N1CCNCC1)(F)F (1-(3-trifluoromethyl-phenyl)-piperazine). Run in ClCCl (dichloromethane), C(C)N(CC)CC (triethylamine). Conditions: time 8 hour. Yields the product C(C1=CC=CC=C1)N1[C@@H](C[C@@H](C1)NCC1=CC(=CC(=C1)C(F)(F)F)C(F)(F)F)C(=O)N1CCN(CC1)C1=CC(=CC=C1)C(F)(F)F ([(2S,4S)-1-Benzyl-4-(3,5-bis-trifluoromethyl-benzylamino)-pyrrolidin-2-yl]-[4-(3-trifluoromethyl-phenyl)-piperazin-1-yl]-methanone). Yield: 10.6%. As a reaction SMILES: [CH2:1]([N:8]1[CH2:12][CH:11]([NH:13][CH2:14][C:15]2[CH:20]=[C:19]([C:21]([F:24])([F:23])[F:22])[CH:18]=[C:17]([C:25]([F:28])([F:27])[F:26])[CH:16]=2)[CH2:10][CH:9]1[C:29]([OH:31])=O)[C:2]1[CH:7]=[CH:6][CH:5]=[CH:4][CH:3]=1.Cl.C(N=C=NCCCN(C)C)C.ON1C2C=CC=CC=2N=N1.[F:54][C:55]([F:69])([F:68])[C:56]1[CH:57]=[C:58]([N:62]2[CH2:67][CH2:66][NH:65][CH2:64][CH2:63]2)[CH:59]=[CH:60][CH:61]=1>ClCCl.C(N(CC)CC)C>[CH2:1]([N:8]1[CH2:12][C@@H:11]([NH:13][CH2:14][C:15]2[CH:16]=[C:17]([C:25]([F:28])([F:26])[F:27])[CH:18]=[C:19]([C:21]([F:23])([F:22])[F:24])[CH:20]=2)[CH2:10][C@H:9]1[C:29]([N:65]1[CH2:64][CH2:63][N:62]([C:58]2[CH:59]=[CH:60][CH:61]=[C:56]([C:55]([F:68])([F:69])[F:54])[CH:57]=2)[CH2:67][CH2:66]1)=[O:31])[C:2]1[CH:3]=[CH:4][CH:5]=[CH:6][CH:7]=1 |f:1.2|. Reported procedure: The mixture of 1-benzyl-4-(3,5-bis-trifluoromethyl-benzylamino)-pyrrolidine-2-carboxylic acid (65 mg, 0.146 mmol), 1-ethyl-3-(3-dimethylaminopropyl)-carbodiimide hydrochloride (54.5.0 mg, 0.292 mmol), N-hydroxybenzotriazole (20.7 mg, 0.146 mmol), and 1-(3-trifluoromethyl-phenyl)-piperazine (29.67 mg, 0.219 mmol), triethylamine (0.08 ml) in dry dichloromethane (2 mL) was stirred overnight, and then concentrated. The residue was purified by preparative HPLC on reversed phase eluting with an aceton... Isolated yield 100.0%. Conditions: time 1 hour. Reaction SMILES: [Cl:1][C:2]1[CH:7]=[C:6]([N:8]2[C:13](=[O:14])[NH:12][C:11](=[O:15])[CH:10]=[N:9]2)[CH:5]=[C:4]([Cl:16])[C:3]=1[CH:17]([C:21]1[CH:26]=[CH:25][C:24]([Cl:27])=[CH:23][CH:22]=1)[C:18]([OH:20])=O.S(Cl)([Cl:30])=O>>[Cl:16][C:4]1[CH:5]=[C:6]([N:8]2[C:13](=[O:14])[NH:12][C:11](=[O:15])[CH:10]=[N:9]2)[CH:7]=[C:2]([Cl:1])[C:3]=1[CH:17]([C:21]1[CH:26]=[CH:25][C:24]([Cl:27])=[CH:23][CH:22]=1)[C:18]([Cl:30])=[O:20]. The product is ClC1=C(C(=CC(=C1)N1N=CC(NC1=O)=O)Cl)C(C(=O)Cl)C1=CC=C(C=C1)Cl (2,6-dichloro-α-(4-chlorophenyl)-4-(4,5-dihydro-3,5-dioxo-1,2,4-triazin-2(3H)-yl)benzeneacetyl chloride), intermediate 32. Procedure: A mixture of 2 parts of 2,6-dichloro-α-(4-chlorophenyl)-4-(4,5-dihydro-3,5-dioxo-1,2,4-triazin-2(3H)-yl)benzeneacetic acid and 48 parts of thionyl chloride was stirred for 1 hour at reflux temperature. The reaction mixture was evaporated, yielding 2.28 parts (100%) of 2,6-dichloro-α-(4-chlorophenyl)-4-(4,5-dihydro-3,5-dioxo-1,2,4-triazin-2(3H)-yl)benzeneacetyl chloride as a residue (intermediate 32). Starting materials: ClC1=C(C(=CC(=C1)N1N=CC(NC1=O)=O)Cl)C(C(=O)O)C1=CC=C(C=C1)Cl (2,6-dichloro-α-(4-chlorophenyl)-4-(4,5-dihydro-3,5-dioxo-1,2,4-triazin-2(3H)-yl)benzeneacetic acid), S(=O)(Cl)Cl (thionyl chloride). The reactants are biphenyl indolizinyl tert-butyl ester, C(CCC)C1=NN=C2N1C(CC=C2CC(=O)OC(C)(C)C)C2=CC=C(C=C2)C2=C(C=CC=C2)C2=NN=NN2 (1,1-Dimethylethyl 3-butyl-5,6-dihydro-5-[2'-(1H-tetrazol-5-yl) [1,1'-biphenyl]-4-yl]-1,2,4-triazolo[4,3-a]pyridin-8-acetate), C(=O)(C(F)(F)F)O (TFA). Run in C(Cl)(Cl)Cl (chloroform). The product is C(CCC)C1=NN=C2N1C(CC=C2CC(=O)O)C2=CC=C(C=C2)C2=C(C=CC=C2)C2=NN=NN2 (3-Butyl-5,6-dihydro-5-[2'-(1H-tetrazol-5-yl)[1,1'-biphenyl]-4-yl]-1,2,4-triazolo[4,3-a]pyridin-8-acetic acid). As a reaction SMILES: [CH2:1]([C:5]1[N:9]2[CH:10]([C:22]3[CH:27]=[CH:26][C:25]([C:28]4[CH:33]=[CH:32][CH:31]=[CH:30][C:29]=4[C:34]4[NH:38][N:37]=[N:36][N:35]=4)=[CH:24][CH:23]=3)[CH2:11][CH:12]=[C:13]([CH2:14][C:15]([O:17]C(C)(C)C)=[O:16])[C:8]2=[N:7][N:6]=1)[CH2:2][CH2:3][CH3:4].C(O)(C(F)(F)F)=O>C(Cl)(Cl)Cl>[CH2:1]([C:5]1[N:9]2[CH:10]([C:22]3[CH:27]=[CH:26][C:25]([C:28]4[CH:33]=[CH:32][CH:31]=[CH:30][C:29]=4[C:34]4[NH:38][N:37]=[N:36][N:35]=4)=[CH:24][CH:23]=3)[CH2:11][CH:12]=[C:13]([CH2:14][C:15]([OH:17])=[O:16])[C:8]2=[N:7][N:6]=1)[CH2:2][CH2:3][CH3:4]. Procedure: To a solution of biphenyl indolizinyl tert-butyl ester (0.039 mmol, the title compound of Example 3231) in 0.5 mL of chloroform is added 0.25 mL of TFA, and the progress of the reaction is monitored by 1H NMR. The resulting solution is stirred at room temperature until the reaction is complete. The mixture is quenched with methanol and concentrated in vacuo. The residue is purified to give the title compound of Example 3232.